This data is from the Open Reaction Database (ORD), a public repository of structured organic reaction records. The task is: describe an organic reaction: reactants, conditions, products, and yield The reactants are ClCC(CCCl)O (1,4-dichloro-2-butanol), [N+](=O)([O-])C1=CC=C(C=C1)O (4-nitrophenol). Yields the product ClCCC(COC1=CC=C(C=C1)[N+](=O)[O-])O (4-Chloro-1-(4-nitrophenoxy)-2-butanol). RXN SMILES: Cl[CH2:2][CH:3]([OH:7])[CH2:4][CH2:5][Cl:6].[N+:8]([C:11]1[CH:16]=[CH:15][C:14]([OH:17])=[CH:13][CH:12]=1)([O-:10])=[O:9]>>[Cl:6][CH2:5][CH2:4][CH:3]([OH:7])[CH2:2][O:17][C:14]1[CH:15]=[CH:16][C:11]([N+:8]([O-:10])=[O:9])=[CH:12][CH:13]=1. Procedure: Utilizing the procedure of Preparation 21, 1,4-dichloro-2-butanol was reacted with 4-nitrophenol to give white title compound, m.p. 60°-63° C. Starting materials: C(CCC)OC(=O)NC(C(=O)OC)=C (methyl 2-(butoxycarbonylamino)-propenoate), C(Cl)(Cl)Cl (chloroform), SC1=CC=C(C=C1)O (4-mercaptophenol). Run in CO (methanol). Conditions: time 24 hour. Yields the product Cl.NC(C(=O)OC)CSC1=CC=C(C=C1)O (Methyl 2-amino-3-[(4-hydroxyphenyl)thio]propanoatehydrochloride). The yield is 80.8%. Reaction SMILES: C(OC([NH:8][C:9](=[CH2:14])[C:10]([O:12][CH3:13])=[O:11])=O)CCC.[SH:15][C:16]1[CH:21]=[CH:20][C:19]([OH:22])=[CH:18][CH:17]=1.C(Cl)(Cl)[Cl:24]>CO>[ClH:24].[NH2:8][CH:9]([CH2:14][S:15][C:16]1[CH:21]=[CH:20][C:19]([OH:22])=[CH:18][CH:17]=1)[C:10]([O:12][CH3:13])=[O:11] |f:4.5|. Procedure: 20 g (100 mmol; 120 ml) methyl 2-(butoxycarbonylamino)-propenoate in chloroform was dissolved in 180 ml of methanol. 13.88 g (110 mmol) 4-mercaptophenol was added and the mixture was then stirred at room temperature under nitrogen for 24 hours. Solvents were removed in vacuo until foaming occurred, then the mixture was taken up in 700 ml dry ether. HCl gas was bubbled through the solution, quickly forming a white precipitate. Bubbling was continued for 1 hour with cooling, then the solution was ...